Dataset: the Open Reaction Database (ORD), a public repository of structured organic reaction records. Task: describe an organic reaction: reactants, conditions, products, and yield Reactants: O=C([O-])[O-], COC(=O)c1cc(Br)cc(N2CCCC2=O)c1, COCCOC, [Na+], [Na+], CC(=O)[O-], CC(=O)[O-], [Pd+2], OB(O)c1ccccc1. Yields the product COC(=O)c1cc(-c2ccccc2)cc(N2CCCC2=O)c1. RXN SMILES: [C:18](=[O:19])([O-:20])[O-:21].[CH3:1][O:2][C:3]([c:4]1[cH:5][c:6]([Br:16])[cH:7][c:8]([N:10]2[C:11](=[O:15])[CH2:12][CH2:13][CH2:14]2)[cH:9]1)=[O:17].[CH3:33][O:34][CH2:35][CH2:36][O:37][CH3:38].[Na+:22].[Na+:23].[O-:40][C:41]([CH3:42])=[O:43].[O-:44][C:45]([CH3:46])=[O:47].[Pd+2:39].[c:24]1([B:30]([OH:31])[OH:32])[cH:25][cH:26][cH:27][cH:28][cH:29]1>>[CH3:1][O:2][C:3]([c:4]1[cH:5][c:6](-[c:24]2[cH:25][cH:26][cH:27][cH:28][cH:29]2)[cH:7][c:8]([N:10]2[C:11](=[O:15])[CH2:12][CH2:13][CH2:14]2)[cH:9]1)=[O:17]. Reactants: CN1C2C=C(CC1CC2)OS(=O)(=O)C(F)(F)F ((−)-8-methyl-3-(trifluoromethylsulfonyloxy)-8-azabicyclo[3.2.1]oct-2-ene), S1C(=CC2=C1C=CC=C2)B(O)O (2-benzothienyl boronic acid), C([O-])([O-])=O.[K+].[K+] (potassium carbonate), [Cl-].[Li+] (lithium chloride), C([C@@H](O)[C@H](O)C(=O)O)(=O)O (D-tartaric acid). The reagents and catalysts are C=1C=CC(=CC1)[P](C=2C=CC=CC2)(C=3C=CC=CC3)[Pd]([P](C=4C=CC=CC4)(C=5C=CC=CC5)C=6C=CC=CC6)([P](C=7C=CC=CC7)(C=8C=CC=CC8)C=9C=CC=CC9)[P](C=1C=CC=CC1)(C=1C=CC=CC1)C=1C=CC=CC1 (Pd(PPh3)4). Run in O (water), COCCOC (1,2-dimethoxyethane), O (Water), C(C)O (ethanol). The product is C([C@@H](O)[C@H](O)C(=O)O)(=O)O.S1C(=CC2=C1C=CC=C2)C2=CC1CCC(C2)N1C ((−)-3-(2-Benzothienyl)-8-methyl-8-azabicyclo[3.2.1]oct-2-ene D-tartaric acid salt). Reaction SMILES: [CH3:1][N:2]1[CH:7]2[CH2:8][CH2:9][CH:3]1[CH:4]=[C:5](OS(C(F)(F)F)(=O)=O)[CH2:6]2.[S:18]1[C:22]2[CH:23]=[CH:24][CH:25]=[CH:26][C:21]=2[CH:20]=[C:19]1B(O)O.C(=O)([O-])[O-].[K+].[K+].[Cl-].[Li+].[C:38]([OH:47])(=[O:46])[C@H:39]([C@@H:41]([C:43]([OH:45])=[O:44])[OH:42])[OH:40]>C1C=CC([P]([Pd]([P](C2C=CC=CC=2)(C2C=CC=CC=2)C2C=CC=CC=2)([P](C2C=CC=CC=2)(C2C=CC=CC=2)C2C=CC=CC=2)[P](C2C=CC=CC=2)(C2C=CC=CC=2)C2C=CC=CC=2)(C2C=CC=CC=2)C2C=CC=CC=2)=CC=1.C(O)C.O.COCCOC>[C:38]([OH:47])(=[O:46])[C@H:39]([C@@H:41]([C:43]([OH:45])=[O:44])[OH:42])[OH:40].[S:18]1[C:22]2[CH:23]=[CH:24][CH:25]=[CH:26][C:21]=2[CH:20]=[C:19]1[C:5]1[CH2:6][CH:7]2[N:2]([CH3:1])[CH:3]([CH2:9][CH2:8]2)[CH:4]=1 |f:2.3.4,5.6,12.13,^1:51,53,72,91|. Procedure: A mixture of (−)-8-methyl-3-(trifluoromethylsulfonyloxy)-8-azabicyclo[3.2.1]oct-2-ene, (4.64 g, 17.1 mmol), 1,2-dimethoxyethane (100 ml), 2-benzothienyl boronic acid (4.5 g, 25 mmol), potassium carbonate (9.2 g, 66.6 mmol), lithium chloride (2.0 g, 47.2 mmol) and water (50 ml) was bubbled through with argon for 10 min. Pd(PPh3)4 (0.17 g, 0.13 mmol) was added followed by reflux for 45 min. The mixture was allowed to cool to room temperature. Water (100 ml) was added followed by extraction with di... Starting materials: C(=O)O.NCCC1=CC=C(NC2CCN(CC2)C(=O)C2CCN(CC2)C(=O)NCCCCCCCC)C=C1 (4-({4-[4-(2-Aminoethyl)anilino]-1-piperidinyl}carbonyl)-N-octyl-1-piperidinecarboxamide formate), C(C)(C)(C)[Si](C1=CC=CC=C1)(C1=CC=CC=C1)OC1=CC=C(C=C1)OCC1OC1 (tert-butyl-(4-oxiranylmethoxy-phenoxy)-diphenyl-silane). Yields the product C(CCCCCCC)NC(=O)N1CCC(CC1)C(=O)N1CCC(CC1)NC1=CC=C(C=C1)CCNC[C@@H](COC1=CC=C(C=C1)O)O (4-[4-(4-[2-[(2S)-2-Hydroxy-3-(4-hydroxy-phenoxy)-propylamino]-ethyl}-phenylamino)-piperidine-1-carbonyl]-piperidine-1-carboxylic acidoctylamide). Yield: 26.9%. As a reaction SMILES: C(O)=O.[NH2:4][CH2:5][CH2:6][C:7]1[CH:38]=[CH:37][C:10]([NH:11][CH:12]2[CH2:17][CH2:16][N:15]([C:18]([CH:20]3[CH2:25][CH2:24][N:23]([C:26]([NH:28][CH2:29][CH2:30][CH2:31][CH2:32][CH2:33][CH2:34][CH2:35][CH3:36])=[O:27])[CH2:22][CH2:21]3)=[O:19])[CH2:14][CH2:13]2)=[CH:9][CH:8]=1.C([Si]([O:56][C:57]1[CH:62]=[CH:61][C:60]([O:63][CH2:64][CH:65]2[CH2:67][O:66]2)=[CH:59][CH:58]=1)(C1C=CC=CC=1)C1C=CC=CC=1)(C)(C)C>>[CH2:29]([NH:28][C:26]([N:23]1[CH2:22][CH2:21][CH:20]([C:18]([N:15]2[CH2:16][CH2:17][CH:12]([NH:11][C:10]3[CH:37]=[CH:38][C:7]([CH2:6][CH2:5][NH:4][CH2:67][C@H:65]([OH:66])[CH2:64][O:63][C:60]4[CH:61]=[CH:62][C:57]([OH:56])=[CH:58][CH:59]=4)=[CH:8][CH:9]=3)[CH2:13][CH2:14]2)=[O:19])[CH2:25][CH2:24]1)=[O:27])[CH2:30][CH2:31][CH2:32][CH2:33][CH2:34][CH2:35][CH3:36] |f:0.1|. Procedure details: 4-({4-[4-(2-Aminoethyl)anilino]-1-piperidinyl}carbonyl)-N-octyl-1-piperidinecarboxamide formate(0.41 g, 0.771 mmol) was reacted with tert-butyl-(4-oxiranylmethoxy-phenoxy)-diphenyl-silane (0.27 g, 0.668 mmol) according to Procedure G to give the title compound (0.16 g, 0.180 mmol). Reactants: [Br-], CCOC(=O)C=Cc1ccccc1COc1cc(F)ccc1Br, CCCC[N+](CCCC)(CCCC)CCCC, CC(=O)[O-], CN1CCCC1=O, [Na+], CC(=O)[O-], CC(=O)[O-], O, [Pd+2]. The product is CCOC(=O)C=C1c2ccccc2COc2cc(F)ccc21. RXN SMILES: [Br-:29].[CH2:1]([CH3:2])[O:3][C:4]([CH:5]=[CH:6][c:7]1[c:8]([CH2:13][O:14][c:15]2[c:16]([Br:22])[cH:17][cH:18][c:19]([F:21])[cH:20]2)[cH:9][cH:10][cH:11][cH:12]1)=[O:23].[CH2:30]([N+:31]([CH2:32][CH2:33][CH2:34][CH3:35])([CH2:36][CH2:37][CH2:38][CH3:39])[CH2:40][CH2:41][CH2:42][CH3:43])[CH2:44][CH2:45][CH3:46].[CH3:25][C:26](=[O:27])[O-:28].[CH3:47][N:48]1[CH2:49][CH2:50][CH2:51][C:52]1=[O:53].[Na+:24].[O-:56][C:57]([CH3:58])=[O:59].[O-:60][C:61]([CH3:62])=[O:63].[OH2:54].[Pd+2:55]>>[CH2:1]([CH3:2])[O:3][C:4]([CH:5]=[C:6]1[c:7]2[c:8]([cH:9][cH:10][cH:11][cH:12]2)[CH2:13][O:14][c:15]2[c:16]1[cH:17][cH:18][c:19]([F:21])[cH:20]2)=[O:23]. Starting materials: COC1=CC(=C(C(=O)C2=C(N=NN2)C(=O)OCC)C=C1OC)[N+](=O)[O-] (ethyl 5-(4,5-dimethoxy-2-nitrobenzoyl)-1H-1,2,3-triazole-4-carboxylate), O.C1(=CC=C(C=C1)S(=O)(=O)O)C (p-toluenesulfonic acid monohydrate), C(C)OCOCC (Diethoxymethane). The solvent is C(Cl)Cl (methylene chloride). Conditions: temperature 80 celsius, time 2 hour. Yields the product C(C)OCN1N=C(C(=N1)C(=O)OCC)C(C1=C(C=C(C(=C1)OC)OC)[N+](=O)[O-])=O (ethyl 2-(ethoxymethyl)-5-(4,5-dimethoxy-2-nitrobenzoyl)-2H-1,2,3-triazole-4-carboxylate). Yield: 99.0%. Reaction SMILES: [CH3:1][O:2][C:3]1[C:20]([O:21][CH3:22])=[CH:19][C:6]([C:7]([C:9]2[NH:13][N:12]=[N:11][C:10]=2[C:14]([O:16][CH2:17][CH3:18])=[O:15])=[O:8])=[C:5]([N+:23]([O-:25])=[O:24])[CH:4]=1.O.C1(C)C=CC(S(O)(=O)=O)=CC=1.[CH2:38]([O:40][CH2:41]OCC)[CH3:39]>C(Cl)Cl>[CH2:38]([O:40][CH2:41][N:12]1[N:11]=[C:10]([C:14]([O:16][CH2:17][CH3:18])=[O:15])[C:9]([C:7](=[O:8])[C:6]2[CH:19]=[C:20]([O:21][CH3:22])[C:3]([O:2][CH3:1])=[CH:4][C:5]=2[N+:23]([O-:25])=[O:24])=[N:13]1)[CH3:39] |f:1.2|. Procedure details: Ethyl 5-(4,5-dimethoxy-2-nitrobenzoyl)-1H-1,2,3-triazole-4-carboxylate (Synthesis Example 2) (210 mg) and p-toluenesulfonic acid monohydrate (62 mg) were suspended in methylene chloride (5 ml) under an argon atmosphere. Diethoxymethane (0.5 ml) was added to the suspension. The mixture was stirred at 80° C. for 2 hr. The mixture was post-treated by a conventional method and subjected to separation and purification to give ethyl 2-(ethoxymethyl)-5-(4,5-dimethoxy-2-nitrobenzoyl)-2H-1,2,3-triazole-4...